describe an organic reaction: reactants, conditions, products, and yield From a dataset of the Open Reaction Database (ORD), a public repository of structured organic reaction records. Starting materials: C(C)(=O)OC1CC[C@H](S1)CO[Si](C1=CC=CC=C1)(C1=CC=CC=C1)C(C)(C)C (1-O-Acetyl-5-O-t-butyldiphenylsilyl-4-thio-2,3-dideoxyribofuranose), C[Si](C)(C)N[Si](C)(C)C (HMDS), [Si](C)(C)(C)Cl (TMS-Cl), N1C(=O)NC(=O)C(C)=C1 (thymine), FC(C(C(C(S(=O)(=O)[O-])(F)F)(F)F)(F)F)(F)F.[K+] (potassium nonafluorobutanesulfonate). Yields the product [Si](C1=CC=CC=C1)(C1=CC=CC=C1)(C(C)(C)C)OC[C@@H]1CC[C@@H](S1)N1C(=O)NC(=O)C(C)=C1 (5'-O-t-Butyldiphenylsilyl-4'-thio-3'-deoxythymidine). The yield is 93.0%. Reaction SMILES: C(O[CH:5]1[S:9][C@H:8]([CH2:10][O:11][Si:12]([C:25]([CH3:28])([CH3:27])[CH3:26])([C:19]2[CH:24]=[CH:23][CH:22]=[CH:21][CH:20]=2)[C:13]2[CH:18]=[CH:17][CH:16]=[CH:15][CH:14]=2)[CH2:7][CH2:6]1)(=O)C.[NH:29]1[CH:37]=[C:35]([CH3:36])[C:33](=[O:34])[NH:32][C:30]1=[O:31].FC(F)(F)C(F)(F)C(F)(F)C(F)(F)S([O-])(=O)=O.[K+].C[Si](N[Si](C)(C)C)(C)C.[Si](Cl)(C)(C)C>>[Si:12]([O:11][CH2:10][C@H:8]1[S:9][C@@H:5]([N:29]2[CH:37]=[C:35]([CH3:36])[C:33](=[O:34])[NH:32][C:30]2=[O:31])[CH2:6][CH2:7]1)([C:25]([CH3:26])([CH3:27])[CH3:28])([C:19]1[CH:24]=[CH:23][CH:22]=[CH:21][CH:20]=1)[C:13]1[CH:14]=[CH:15][CH:16]=[CH:17][CH:18]=1 |f:2.3|. Reported procedure: Using the procedure for Example 11, 4'-thioribose 10 (0.35 g, 0.83 mmol), thymine (0.13 g, 1.05 mmol), potassium nonafluorobutanesulfonate (0.875 g, 2.54 mmol), HMDS (0.175 mL, 0.83 mmol), and TMS-Cl (0.4 mL, 3.2 mmol), following purification by preparative TLC (8:1 dichloromethane/acetonitrile) afforded 371 mg (92.5%) of 14, as a 4:3 α:β anomeric mixture; FAB MS 481 (M+H)+ ; 1H NMR (CDCl3) δ 9.65 (s, 1, NH), 7.7 (m, 4, ArH), 7.4 (m, 6, ArH), 6.3 (m, 1, 1'-Hα,β), 3.88 (m, 1, 4'-Hα), 3.82 (d, 1, ... Reactants: CCOC=C(C#N)C(=O)OCC, Cc1ccccc1, CCc1cccnc1N. Product: CCOC(=O)C(C#N)=CNc1ncccc1CC. As a reaction SMILES: [CH2:10]([O:11][CH:13]=[C:14]([C:15](=[O:16])[O:17][CH2:18][CH3:19])[C:20]#[N:21])[CH3:12].[CH3:22][c:23]1[cH:24][cH:25][cH:26][cH:27][cH:28]1.[NH2:1][c:2]1[n:3][cH:4][cH:5][cH:6][c:7]1[CH2:8][CH3:9]>>[NH:1]([c:2]1[n:3][cH:4][cH:5][cH:6][c:7]1[CH2:8][CH3:9])[CH:13]=[C:14]([C:15](=[O:16])[O:17][CH2:18][CH3:19])[C:20]#[N:21]. The reactants are COCC(C)Oc1cc(O[Si](C(C)C)(C(C)C)C(C)C)cc(-c2ccc(C(=O)O)[nH]2)c1, COc1nc(OC)nc([N+]2(C)CCOCC2)n1, CO, [Cl-], CC(N)C(C)O, O. Product: COCC(C)Oc1cc(O[Si](C(C)C)(C(C)C)C(C)C)cc(-c2ccc(C(=O)NC(C)C(C)O)[nH]2)c1. As a reaction SMILES: [CH3:1][O:2][CH2:3][CH:4]([O:5][c:6]1[cH:7][c:8](-[c:23]2[cH:24][cH:25][c:26]([C:28](=[O:29])[OH:30])[nH:27]2)[cH:9][c:10]([O:12][Si:13]([CH:14]([CH3:15])[CH3:16])([CH:17]([CH3:18])[CH3:19])[CH:20]([CH3:21])[CH3:22])[cH:11]1)[CH3:31].[CH3:39][O:40][c:41]1[n:42][c:43]([O:44][CH3:45])[n:46][c:47]([N+:48]2([CH3:49])[CH2:50][CH2:51][O:52][CH2:53][CH2:54]2)[n:55]1.[CH3:57][OH:58].[Cl-:38].[NH2:32][CH:33]([CH:34]([CH3:35])[OH:36])[CH3:37].[OH2:56]>>[CH3:1][O:2][CH2:3][CH:4]([O:5][c:6]1[cH:7][c:8](-[c:23]2[cH:24][cH:25][c:26]([C:28](=[O:29])[NH:32][CH:33]([CH:34]([CH3:35])[OH:36])[CH3:37])[nH:27]2)[cH:9][c:10]([O:12][Si:13]([CH:14]([CH3:15])[CH3:16])([CH:17]([CH3:18])[CH3:19])[CH:20]([CH3:21])[CH3:22])[cH:11]1)[CH3:31]. Reactants: CC(N)C(=O)O, CCOC(=O)Cl, Cl, [Na+], [Na+], O=C([O-])[O-], O. Product: CCOC(=O)NC(C)C(=O)O. Reaction SMILES: [CH3:1][CH:2]([NH2:3])[C:4]([OH:5])=[O:6].[Cl:13][C:14](=[O:15])[O:16][CH2:17][CH3:18].[ClH:19].[Na+:7].[Na+:8].[O-:9][C:10](=[O:11])[O-:12].[OH2:20]>>[CH3:1][CH:2]([NH:3][C:14](=[O:15])[O:16][CH2:17][CH3:18])[C:4]([OH:5])=[O:6]. Reactants: BrCCBr, CC#N, CCN(C(C)C)C(C)C, O=C1CC2(CCCC2)CC(=O)N1O. The product is O=C1CC2(CCCC2)CC(=O)N1OCCBr. As a reaction SMILES: [Br:23][CH2:24][CH2:25][Br:26].[CH3:27][C:28]#[N:29].[CH:14]([N:15]([CH:16]([CH3:17])[CH3:18])[CH2:19][CH3:20])([CH3:21])[CH3:22].[OH:1][N:2]1[C:3](=[O:13])[CH2:4][C:5]2([CH2:6][CH2:7][CH2:8][CH2:9]2)[CH2:10][C:11]1=[O:12]>>[O:1]([N:2]1[C:3](=[O:13])[CH2:4][C:5]2([CH2:6][CH2:7][CH2:8][CH2:9]2)[CH2:10][C:11]1=[O:12])[CH2:25][CH2:24][Br:23].